Dataset: the Open Reaction Database (ORD), a public repository of structured organic reaction records. Task: describe an organic reaction: reactants, conditions, products, and yield The reactants are C(OC(C)C)(=O)Cl (isopropyl carbonochloridate), NC1=C(C(=O)O)C(=CC=C1)Cl (2-amino-6-chlorobenzoic acid), C(C)(=O)Cl (Acetyl chloride). The solvent is O1CCOCC1 (1,4-dioxane). Conditions: temperature 90 celsius. Yields the product ClC1=CC=CC=2NC(OC(C21)=O)=O (5-Chloro-1H-benzo[d][1,3]oxazine-2,4-dione). Yield: 76.0%. As a reaction SMILES: [C:1](Cl)(=O)[O:2]C(C)C.[NH2:8][C:9]1[CH:17]=[CH:16][CH:15]=[C:14]([Cl:18])[C:10]=1[C:11]([OH:13])=[O:12].C(Cl)(=O)C>O1CCOCC1>[Cl:18][C:14]1[C:10]2[C:11](=[O:13])[O:12][C:1](=[O:2])[NH:8][C:9]=2[CH:17]=[CH:16][CH:15]=1. Procedure: Under an atmosphere of nitrogen, isopropyl carbonochloridate (50 ml, 4.50 equiv) was added dropwise to a suspension of 2-amino-6-chlorobenzoic acid (20 g, 116.56 mmol, 1.00 equiv) in 1,4-dioxane (150 ml). The resulting solution was maintained at about 90° C. for 30 minutes, and then cooled to about 50° C. Acetyl chloride (50 ml, 6.00 equiv) was added in one portion, and the solution was maintained at about 50° C. for about 30 minutes. The resulting solids were collected by filtration and purifie... The reactants are CC1=C(CNC=2C=3N(C=CC2)C(=C(N3)C)CC#C)C(=CC=C1)NC(=O)OC (8-(2-methyl-6-methoxycarbonylaminobenzylamino)-3-(2-propynyl)-2-methylimidazo[1,2-a]pyridine), Cl (hydrogen chloride). The solvent is CO (methanol). Run at time 1 hour. Yields the product Cl.CC1=C(CNC=2C=3N(C=CC2)C(=C(N3)C)CC#C)C(=CC=C1)NC(=O)OC (8-(2-methyl-6-methoxycarbonylaminobenzylamino)-3-(2-propynyl)-2-methylimidazo[1,2-a]pyridine hydrochloride). As a reaction SMILES: [CH3:1][C:2]1[CH:22]=[CH:21][CH:20]=[C:19]([NH:23][C:24]([O:26][CH3:27])=[O:25])[C:3]=1[CH2:4][NH:5][C:6]1[C:7]2[N:8]([C:12]([CH2:16][C:17]#[CH:18])=[C:13]([CH3:15])[N:14]=2)[CH:9]=[CH:10][CH:11]=1.[ClH:28]>CO>[ClH:28].[CH3:1][C:2]1[CH:22]=[CH:21][CH:20]=[C:19]([NH:23][C:24]([O:26][CH3:27])=[O:25])[C:3]=1[CH2:4][NH:5][C:6]1[C:7]2[N:8]([C:12]([CH2:16][C:17]#[CH:18])=[C:13]([CH3:15])[N:14]=2)[CH:9]=[CH:10][CH:11]=1 |f:3.4|. Procedure: To a solution of 8-(2-methyl-6-methoxycarbonylaminobenzylamino)-3-(2-propynyl)-2-methylimidazo[1,2-a]pyridine (0.5 g) in methanol (23 ml) was added dropwise 20%-ethanolic hydrogen chloride (0.5 ml) at 5°-10° C. and the mixture was stirred for 1 hour. A solid was collected to give 8-(2-methyl-6-methoxycarbonylaminobenzylamino)-3-(2-propynyl)-2-methylimidazo[1,2-a]pyridine hydrochloride (0.27 g). Reactants: BrCCC=1C=C(C=CC1)CC(=O)NCCC1=CC=C(C=C1)OCCCCCCCCCCCCCC (3-(bromoethyl)phenyl-N-[2-[4-(tetradecyloxy)phenyl]ethyl]acetamide), CC1=CN=CS1 (5-methylthiazole), CCOCC (ether). Solvent: C1(=CC=CC=C1)C (toluene). Product: [Br-].C(C)(=O)N(C=1C=C(C=CC1)C[N+]1=CSC(=C1)C)CCC1=CC=C(C=C1)OCCCCCCCCCCCCCC (3-[[3-[Acetyl[2-[4-(tetradecyloxy)phenyl]ethyl]amino]phenyl]methyl]-5-methyl-thiazolium bromide). RXN SMILES: [Br:1]CCC1[CH:5]=[C:6]([CH2:10][C:11]([NH:13][CH2:14][CH2:15][C:16]2[CH:21]=[CH:20][C:19]([O:22][CH2:23][CH2:24][CH2:25][CH2:26][CH2:27][CH2:28][CH2:29][CH2:30][CH2:31][CH2:32][CH2:33][CH2:34][CH2:35][CH3:36])=[CH:18][CH:17]=2)=O)[CH:7]=[CH:8][CH:9]=1.[CH3:37][C:38]1[S:42][CH:41]=[N:40][CH:39]=1.[CH3:43][CH2:44][O:45]CC>C1(C)C=CC=CC=1>[Br-:1].[C:44]([N:13]([CH2:14][CH2:15][C:16]1[CH:17]=[CH:18][C:19]([O:22][CH2:23][CH2:24][CH2:25][CH2:26][CH2:27][CH2:28][CH2:29][CH2:30][CH2:31][CH2:32][CH2:33][CH2:34][CH2:35][CH3:36])=[CH:20][CH:21]=1)[C:11]1[CH:10]=[C:6]([CH2:5][N+:40]2[CH:39]=[C:38]([CH3:37])[S:42][CH:41]=2)[CH:7]=[CH:8][CH:9]=1)(=[O:45])[CH3:43] |f:4.5|. Procedure details: A mixture of 2.5 g of N-[3-(bromoethyl)phenyl-N-[2-[4-(tetradecyloxy)phenyl]ethyl]acetamide and 2.28 g of 5-methylthiazole in 50 ml of toluene is refluxed for 5 hours, cooled and ether added. The solid is collected by centrifugation and washed several times with ether then vacuum dried to give 1.8 g of the desired product as a white solid, m.p. 136°-140° C.